This data is from the Open Reaction Database (ORD), a public repository of structured organic reaction records. The task is: describe an organic reaction: reactants, conditions, products, and yield Starting materials: CC(C)(C)OC(=O)NC(CC(=O)N1CCn2c(C(F)(F)F)nc(C(=O)N3CCC(O)C3)c2C1)Cc1cc(F)c(F)cc1F, CCOC(C)=O, Cl. Yields the product Cl, NC(CC(=O)N1CCn2c(C(F)(F)F)nc(C(=O)N3CCC(O)C3)c2C1)Cc1cc(F)c(F)cc1F. Reaction SMILES: [C:1]([O:2][C:3](=[O:4])[NH:7][CH:8]([CH2:9][C:10](=[O:11])[N:12]1[CH2:13][c:14]2[n:15]([c:18]([C:29]([F:30])([F:31])[F:32])[n:19][c:20]2[C:21](=[O:22])[N:23]2[CH2:24][CH:25]([OH:28])[CH2:26][CH2:27]2)[CH2:16][CH2:17]1)[CH2:33][c:34]1[c:35]([F:42])[cH:36][c:37]([F:41])[c:38]([F:40])[cH:39]1)([CH3:5])([CH3:6])[CH3:43].[CH3:45][CH2:46][O:47][C:48](=[O:49])[CH3:50].[ClH:44]>>[ClH:44].[NH2:7][CH:8]([CH2:9][C:10](=[O:11])[N:12]1[CH2:13][c:14]2[n:15]([c:18]([C:29]([F:30])([F:31])[F:32])[n:19][c:20]2[C:21](=[O:22])[N:23]2[CH2:24][CH:25]([OH:28])[CH2:26][CH2:27]2)[CH2:16][CH2:17]1)[CH2:33][c:34]1[c:35]([F:42])[cH:36][c:37]([F:41])[c:38]([F:40])[cH:39]1. Starting materials: C(C)(C)(C)C1=NN=C(N1)SC (3-tert.butyl-5-methylthio-1,2,4-4H-triazole), C(=O)(Cl)Cl (phosgene), CNC (dimethyl amine). Solvent: C1(=CC=CC=C1)C (toluene), C1(=CC=CC=C1)C (toluene). Conditions: time 1 hour. Product: CN(C(=O)N1N=C(N=C1SC)C(C)(C)C)C (1-dimethylcarbamyl-3-tert.butyl-5-methylthio-1,2,4-1H-triazole). Yield: 87.0%. Reaction SMILES: [C:1]([C:5]1[NH:9][C:8]([S:10][CH3:11])=[N:7][N:6]=1)([CH3:4])([CH3:3])[CH3:2].[C:12](Cl)(Cl)=[O:13].[CH3:16][NH:17][CH3:18]>C1(C)C=CC=CC=1>[CH3:16][N:17]([CH3:18])[C:12]([N:7]1[C:8]([S:10][CH3:11])=[N:9][C:5]([C:1]([CH3:4])([CH3:2])[CH3:3])=[N:6]1)=[O:13]. Reported procedure: To a solution of 5.0 g (0.029 m) of 3-tert.butyl-5-methylthio-1,2,4-4H-triazole in toluene (100 ml) was added 50 ml of a toluene solution of phosgene (12%) and the reaction was heated to reflux for 2 hrs. After cooling, an excess of aqueous dimethyl amine was added and, after stirring at room temperature for 1 hr. the organic phase was washed with dilute hydrochloric acid, then with water and was then dried over anhydrous sodium sulfate. The toluene was evaporated to near dryness at reduced pres... RXN SMILES: [CH3:2][O:3][c:4]1[c:5]([N:10]2[CH2:11][CH2:12][N:13]([CH2:16][CH2:17][CH2:18][NH:19][c:20]3[c:21]([C:22](=[O:23])[N:24]([CH3:25])[CH3:26])[cH:27][cH:28][cH:29][n:30]3)[CH2:14][CH2:15]2)[cH:6][cH:7][cH:8][cH:9]1.[Cl:31][N:32]1[C:33](=[O:34])[CH2:35][CH2:36][C:37]1=[O:38].[ClH:1].[K+:39].[K+:40].[O-:41][C:42]([O-:43])=[O:44].[O:45]=[CH:46][N:47]([CH3:48])[CH3:49].[OH2:50]>>[CH3:2][O:3][c:4]1[c:5]([N:10]2[CH2:11][CH2:12][N:13]([CH2:16][CH2:17][CH2:18][NH:19][c:20]3[c:21]([C:22](=[O:23])[N:24]([CH3:25])[CH3:26])[cH:27][c:28]([Cl:31])[cH:29][n:30]3)[CH2:14][CH2:15]2)[cH:6][cH:7][cH:8][cH:9]1. Starting materials: COc1ccccc1N1CCN(CCCNc2ncccc2C(=O)N(C)C)CC1, O=C1CCC(=O)N1Cl, Cl, [K+], [K+], O=C([O-])[O-], CN(C)C=O, O. Product: COc1ccccc1N1CCN(CCCNc2ncc(Cl)cc2C(=O)N(C)C)CC1. Reactants: C(C)OC(=O)C1=CN2C(CC(C3=C2C(C1=O)=CC(=C3N3CCNCC3)F)=O)C (9-fluoro-5-methyl-8-(1-piperazinyl)-6,7-dihydro-1,7-dioxo-1H,5H-benzo[ij]quinolizine-2-carboxylic acid ethyl ester), C(C)(=O)O (acetic acid), aqueous solution, [OH-].[Na+] (sodium hydroxide). Solvent: C(C)O (ethanol). Run at time 2 hour. Product: FC1=C(C=2C(CC(N3C=C(C(C(C23)=C1)=O)C(=O)O)C)=O)N1CCNCC1 (9-fluoro-5-methyl-8-(1-piperazinyl)-6,7-dihydro-1,7-dioxo-1H,5H-benzo[ij]quinolizine-2-carboxylic acid). The yield is 81.0%. RXN SMILES: C([O:3][C:4]([C:6]1[C:15](=[O:16])[C:14]2=[CH:17][C:18]([F:26])=[C:19]([N:20]3[CH2:25][CH2:24][NH:23][CH2:22][CH2:21]3)[C:12]3=[C:13]2[N:8]([CH:9]([CH3:28])[CH2:10][C:11]3=[O:27])[CH:7]=1)=[O:5])C.[OH-].[Na+].C(O)(=O)C>C(O)C>[F:26][C:18]1[CH:17]=[C:14]2[C:13]3[N:8]([CH:7]=[C:6]([C:4]([OH:5])=[O:3])[C:15]2=[O:16])[CH:9]([CH3:28])[CH2:10][C:11](=[O:27])[C:12]=3[C:19]=1[N:20]1[CH2:25][CH2:24][NH:23][CH2:22][CH2:21]1 |f:1.2|. Reported procedure: 3.87 g (0.01 mole) of 9-fluoro-5-methyl-8-(1-piperazinyl)-6,7-dihydro-1,7-dioxo-1H,5H-benzo[ij]quinolizine-2-carboxylic acid ethyl ester was suspended in 12 ml of ethanol, 50 ml of a 2N aqueous solution of sodium hydroxide was added thereto, and this mixture was stirred at 20°-25° C. for 2 hours to hydrolyze the starting material. The resulting reaction solution was adjusted to pH 4-5 by the addition of acetic acid under cooling with ice. The precipitate which separated out was collected by filt... Reactants: Cc1nc2cnc3cc(OCc4ccccc4)ccc3c2n1CC(C)C, CCO, [H][H]. Product: Cc1nc2cnc3cc(O)ccc3c2n1CC(C)C. RXN SMILES: [CH2:1]([c:2]1[cH:3][cH:4][cH:5][cH:6][cH:7]1)[O:8][c:9]1[cH:10][cH:11][c:12]2[c:13]3[c:14]([cH:15][n:16][c:17]2[cH:18]1)[n:19][c:20]([CH3:26])[n:21]3[CH2:22][CH:23]([CH3:24])[CH3:25].[CH3:29][CH2:30][OH:31].[H:27][H:28]>>[OH:8][c:9]1[cH:10][cH:11][c:12]2[c:13]3[c:14]([cH:15][n:16][c:17]2[cH:18]1)[n:19][c:20]([CH3:26])[n:21]3[CH2:22][CH:23]([CH3:24])[CH3:25]. Starting materials: CC(C)C1=CC(=C(C(=C1)C(C)C)C2=C(C=CC=C2)P(C3CCCCC3)C4CCCCC4)C(C)C (X-Phos), CNC(=O)C1=C(OC2=C1C=C(C(=C2)N(S(=O)(=O)C)C)B2OC(C(O2)(C)C)(C)C)N2C(C=C(C=C2)C)=O (N-methyl-2-(4-methyl-2-oxopyridin-1 (2H)-yl)-6-(N-methylmethylsulfonamido)-5-(4,4,5,5-tetramethyl-1,3,2-dioxaborolan-2-yl)benzofuran-3-carboxamide), ClC1=NC=2C=3N(CCC2C=C1)C=1C=CC=C(C1C3)F (2-chloro-11-fluoro-5,6-dihydroindolo[1,2-h][1,7]naphthyridine), C(=O)([O-])[O-].[K+].[K+] (K2CO3). Reagents/catalysts: C=1C=CC(=CC1)/C=C/C(=O)/C=C/C2=CC=CC=C2.C=1C=CC(=CC1)/C=C/C(=O)/C=C/C2=CC=CC=C2.C=1C=CC(=CC1)/C=C/C(=O)/C=C/C2=CC=CC=C2.[Pd].[Pd] (Pd2(dba)3). Solvent: O1CCOCC1.O (1,4-dioxane H2O). Run at temperature 80 celsius, time 5 hour. Yields the product FC=1C=2C=C3N(CCC=4C=CC(=NC34)C=3C(=CC4=C(C(=C(O4)N4C(C=C(C=C4)C)=O)C(=O)NC)C3)N(S(=O)(=O)C)C)C2C=CC1 (5-(11-fluoro-5,6-dihydroindolo[1,2-h][1,7]naphthyridin-2-yl)-N-methyl-2-(4-methyl-2-oxopyridin-1 (2H)-yl)-6-(N-methylmethylsulfonamido)benzofuran-3-carboxamide). The yield is 25.2%. As a reaction SMILES: [CH3:1][NH:2][C:3]([C:5]1[C:9]2[CH:10]=[C:11](B3OC(C)(C)C(C)(C)O3)[C:12]([N:14]([CH3:19])[S:15]([CH3:18])(=[O:17])=[O:16])=[CH:13][C:8]=2[O:7][C:6]=1[N:29]1[CH:34]=[CH:33][C:32]([CH3:35])=[CH:31][C:30]1=[O:36])=[O:4].Cl[C:38]1[CH:47]=[CH:46][C:45]2[CH2:44][CH2:43][N:42]3[C:48]4[CH:49]=[CH:50][CH:51]=[C:52]([F:55])[C:53]=4[CH:54]=[C:41]3[C:40]=2[N:39]=1.C([O-])([O-])=O.[K+].[K+].CC(C1C=C(C(C)C)C(C2C=CC=CC=2P(C2CCCCC2)C2CCCCC2)=C(C(C)C)C=1)C>O1CCOCC1.O.C1C=CC(/C=C/C(/C=C/C2C=CC=CC=2)=O)=CC=1.C1C=CC(/C=C/C(/C=C/C2C=CC=CC=2)=O)=CC=1.C1C=CC(/C=C/C(/C=C/C2C=CC=CC=2)=O)=CC=1.[Pd].[Pd]>[F:55][C:52]1[C:53]2[CH:54]=[C:41]3[C:40]4[N:39]=[C:38]([C:11]5[C:12]([N:14]([CH3:19])[S:15]([CH3:18])(=[O:16])=[O:17])=[CH:13][C:8]6[O:7][C:6]([N:29]7[CH:34]=[CH:33][C:32]([CH3:35])=[CH:31][C:30]7=[O:36])=[C:5]([C:3]([NH:2][CH3:1])=[O:4])[C:9]=6[CH:10]=5)[CH:47]=[CH:46][C:45]=4[CH2:44][CH2:43][N:42]3[C:48]=2[CH:49]=[CH:50][CH:51]=1 |f:2.3.4,6.7,8.9.10.11.12|. Reported procedure: To a mixture of N-methyl-2-(4-methyl-2-oxopyridin-1 (2H)-yl)-6-(N-methylmethylsulfonamido)-5-(4,4,5,5-tetramethyl-1,3,2-dioxaborolan-2-yl)benzofuran-3-carboxamide (100 mg, 0.19 mmol), 2-chloro-11-fluoro-5,6-dihydroindolo[1,2-h][1,7]naphthyridine (63 mg, 0.23 mmol) and K2CO3 (54 mg, 0.39 mmol) in 1,4-dioxane/H2O (3 mL/0.1 mL) were added X-Phos (10 mg) and Pd2(dba)3 (10 mg) under N2. The reaction mixture was stirred at 80° C. for 5 hours and concentrated in vacuo to remove 1,4-dioxane. The reactio...